This data is from the Open Reaction Database (ORD), a public repository of structured organic reaction records. The task is: describe an organic reaction: reactants, conditions, products, and yield The reactants are ClC1=CC=CC=2C(OC(NC21)=O)=O (8-chloro-2H-3,1-benzoxazine-2,4(1H)-dione), [Na].O=C(C(=O)OCC)CC(=O)OCC (diethyl oxosuccinate sodium salt), O (water). Run in CN(C=O)C (dimethylformamide). Conditions: temperature 130 celsius. The product is ClC=1C=CC=C2C(=C(C(=NC12)C(=O)OCC)C(=O)OCC)O (Diethyl 8-chloro-4-hydroxyquinoline-2,3-dicarboxylate). Isolated yield 43.8%. As a reaction SMILES: [Na].O=[C:3]([CH2:9][C:10]([O:12][CH2:13][CH3:14])=[O:11])[C:4]([O:6][CH2:7][CH3:8])=[O:5].[Cl:15][C:16]1[C:25]2[NH:24]C(=O)[O:22][C:21](=O)[C:20]=2[CH:19]=[CH:18][CH:17]=1.O>CN(C)C=O>[Cl:15][C:16]1[CH:17]=[CH:18][CH:19]=[C:20]2[C:25]=1[N:24]=[C:3]([C:4]([O:6][CH2:7][CH3:8])=[O:5])[C:9]([C:10]([O:12][CH2:13][CH3:14])=[O:11])=[C:21]2[OH:22] |f:0.1,^1:0|. Procedure: To a stirred mixture of diethyl oxosuccinate sodium salt (2.31 g, 11.0 mM) in dimethylformamide (20 mL) under a nitrogen atmosphere was added 8-chloro-2H-3,1-benzoxazine-2,4(1H)-dione (2.17 g, 11.0 mM). The resulting mixture was heated slowly to 130° C. and maintained at this temperature for 2.5 hr. After cooling, the reaction mixture was poured into water and the resulting mixture was then extracted with ethyl acetate. The combined organic extracts were washed with water and brine, dried (MgSO4... Starting materials: FC(COC1=CC=C(C=C1)N1C(N(C=C1)[C@@H](C(=O)Cl)C)=O)(C(F)F)F ((2R)-2-[3-[4-(2,2,3,3-Tetrafluoropropoxy)phenyl]-2,3-dihydro-2-oxo-1H-imidazol-1-yl]propanoyl chloride), [Cl-].[Al+3].[Cl-].[Cl-] (aluminum chloride), FC1=CC(=CC=C1)F (1,3-difluorobenzene), ice water. The solvent is ClCCl (dichloromethane). Product: FC1=C(C=CC(=C1)F)C([C@@H](C)N1C(N(C=C1)C1=CC=C(C=C1)OCC(C(F)F)(F)F)=O)=O (1-[(1R)-2-(2,4-difluorophenyl)-2-oxo-1-methylethyl]-3-[4-(2,2,3,3-tetrafluoropropoxy)phenyl]-2(1H,3H)-imidazolone). RXN SMILES: [F:1][C:2]([F:25])([CH:22]([F:24])[F:23])[CH2:3][O:4][C:5]1[CH:10]=[CH:9][C:8]([N:11]2[CH:15]=[CH:14][N:13]([C@H:16]([CH3:20])[C:17](Cl)=[O:18])[C:12]2=[O:21])=[CH:7][CH:6]=1.[Cl-].[Al+3].[Cl-].[Cl-].[F:30][C:31]1[CH:36]=[CH:35][CH:34]=[C:33]([F:37])[CH:32]=1>ClCCl>[F:30][C:31]1[CH:32]=[C:33]([F:37])[CH:34]=[CH:35][C:36]=1[C:17](=[O:18])[C@H:16]([N:13]1[CH:14]=[CH:15][N:11]([C:8]2[CH:9]=[CH:10][C:5]([O:4][CH2:3][C:2]([F:25])([F:1])[CH:22]([F:24])[F:23])=[CH:6][CH:7]=2)[C:12]1=[O:21])[CH3:20] |f:1.2.3.4|. Procedure: (2R)-2-[3-[4-(2,2,3,3-Tetrafluoropropoxy)phenyl]-2,3-dihydro-2-oxo-1H-imidazol-1-yl]propanoyl chloride (1.5 g) was dissolved in 30 ml of dichloromethane, to which 3.8 ml of 1,3-difluorobenzene and 2.3 g of anhydrous aluminum chloride (powder) were added. The mixture was refluxed with heating for 5 hours. The reaction solution was cooled, poured into 100 ml of ice water and extracted with 100 ml of ethyl acetate. The extract was washed with 50 ml of 1N-hydrochloric acid and 50 ml of a saturated a... RXN SMILES: [CH2:1]([C:2]#[CH:3])[N:4]([C:5]([CH2:6][Cl:7])=[O:8])[CH2:9][CH:10]([O:11][CH2:12][CH3:13])[O:14][CH2:15][CH3:16].[CH3:34][CH2:35][OH:36].[Na+:28].[Na+:29].[O-:30][C:31](=[O:32])[O-:33].[c:17]1([CH3:18])[c:19]([S:20]([OH:21])(=[O:22])=[O:23])[cH:24][cH:25][cH:26][cH:27]1>>[CH2:1]([C:2]#[CH:3])[N:4]([C:5]([CH2:6][Cl:7])=[O:8])[CH2:9][CH:10]1[O:11][CH2:12][CH2:13][CH2:16][CH2:15][O:14]1. The reactants are C#CCN(CC(OCC)OCC)C(=O)CCl, CCO, [Na+], [Na+], O=C([O-])[O-], Cc1ccccc1S(=O)(=O)O. Yields the product C#CCN(CC1OCCCCO1)C(=O)CCl. The reactants are CC(C)(C)OC(=O)N1CCC(CNc2cc(Cl)c3c(c2)CN(Cc2ccc(OC(F)(F)F)cc2)C3=O)CC1, O=CO. The product is O=C1c2c(Cl)cc(NCC3CCNCC3)cc2CN1Cc1ccc(OC(F)(F)F)cc1. As a reaction SMILES: [C:1]([O:2][C:3](=[O:4])[N:8]1[CH2:9][CH2:10][CH:11]([CH2:14][NH:15][c:16]2[cH:17][c:18]3[c:22]([c:23]([Cl:25])[cH:24]2)[C:21](=[O:26])[N:20]([CH2:27][c:28]2[cH:29][cH:30][c:31]([O:34][C:35]([F:36])([F:37])[F:38])[cH:32][cH:33]2)[CH2:19]3)[CH2:12][CH2:13]1)([CH3:5])([CH3:6])[CH3:7].[CH:39]([OH:40])=[O:41]>>[NH:8]1[CH2:9][CH2:10][CH:11]([CH2:14][NH:15][c:16]2[cH:17][c:18]3[c:22]([c:23]([Cl:25])[cH:24]2)[C:21](=[O:26])[N:20]([CH2:27][c:28]2[cH:29][cH:30][c:31]([O:34][C:35]([F:36])([F:37])[F:38])[cH:32][cH:33]2)[CH2:19]3)[CH2:12][CH2:13]1. The reactants are CC1=[N+](C=CC(=C1)[N+](=O)[O-])[O-] (2-methyl-4-nitropyridine-N-oxide), C1(CC1)CO (cyclopropylmethanol), [H-].[Na+] (sodium hydride), C1(CC1)CO (cyclopropyl-methanol). Reaction conditions: temperature 90 celsius, time 1 hour. Yields the product C1(CC1)COC1=CC(=[N+](C=C1)[O-])C (4-cyclopropylmethoxy-2-methylpyridine-N-oxide). Reaction SMILES: [H-].[Na+].[CH3:3][C:4]1[CH:9]=[C:8]([N+]([O-])=O)[CH:7]=[CH:6][N+:5]=1[O-:13].[CH:14]1([CH2:17][OH:18])[CH2:16][CH2:15]1>>[CH:14]1([CH2:17][O:18][C:8]2[CH:7]=[CH:6][N+:5]([O-:13])=[C:4]([CH3:3])[CH:9]=2)[CH2:16][CH2:15]1 |f:0.1|. Procedure details: To sodium hydride (55% pure) (4.4 g, 0.1 mol) (washed with petroleum ether), cyclopropyl-methanol (50 ml) was added. Then a solution of 2-methyl-4-nitropyridine-N-oxide (6.5 g, 0.042 mol) in cyclopropylmethanol (30 ml) was added during about 1 h. The dark brown mixture was heated to 90° C. and stirred at 90° C. for about 1 h. Thereafter the cyclopropylmethanol was distilled off under reduced pressure and methylene chloride (100 ml) was added to the residue. The mixture was stirred for about 30 m... Starting materials: C(C)OC=1C=C2C=C(C(=NC2=CC1F)NCC)C=O (6-ethoxy-2-(ethylamino)-7-fluoroquinoline-3-carbaldehyde), C(C)OC=1C=C2C=C(C(=NC2=CC1F)NCC)C=O (6-Ethoxy-2-(ethylamino)-7-fluoroquinoline-3-carbaldehyde), [BH4-].[Na+] (NaBH4). Run in C1CCOC1 (THF). Reaction conditions: time 3 hour. Product: C(C)OC=1C=C2C=C(C(=NC2=CC1F)NCC)CO ((6-Ethoxy-2-(ethylamino)-7-fluoroquinolin-3-yl)methanol). The yield is 96.0%. RXN SMILES: [CH2:1]([O:3][C:4]1[CH:5]=[C:6]2[C:11](=[CH:12][C:13]=1[F:14])[N:10]=[C:9]([NH:15][CH2:16][CH3:17])[C:8]([CH:18]=[O:19])=[CH:7]2)[CH3:2].[BH4-].[Na+]>C1COCC1>[CH2:1]([O:3][C:4]1[CH:5]=[C:6]2[C:11](=[CH:12][C:13]=1[F:14])[N:10]=[C:9]([NH:15][CH2:16][CH3:17])[C:8]([CH2:18][OH:19])=[CH:7]2)[CH3:2] |f:1.2|. Reported procedure: To a solution of 6-ethoxy-2-(ethylamino)-7-fluoroquinoline-3-carbaldehyde SMA 44102 (63 mg, 0.24 mmol) in THF (10 mL) in a 25 mL round-bottomed flask equipped with a magnetic stirrer was added NaBH4 (11 mg, 0.29 mmol) and the reaction mixture was stirred for 3 h at RT, then cooled down to 0° C. and quenched with a 6 N aq. HCl solution (5 mL). The mixture was stirred for 10 min at RT before basification to pH=12 with a 10 N aq. NaOH. THF was then removed at 40° C. and the residue was extracted wi... Starting materials: C(=O)([O-])[O-].[K+].[K+] (K2CO3), ClC1=CC=C(C=C1)[C@@H](C)N ((R)-1-(4-chloro-phenyl)-ethylamine), COC(CCCBr)=O (4-bromo-butyric acid methyl ester). Solvent: CC#N (MeCN). Conditions: temperature 20 celsius, time 15 hour. Yields the product COC(CCCN[C@H](C)C1=CC=C(C=C1)Cl)=O (4-[(R)-1-(4-chloro-phenyl)-ethylamino]-butyric acid methyl ester). Reaction SMILES: C([O-])([O-])=O.[K+].[K+].[Cl:7][C:8]1[CH:13]=[CH:12][C:11]([C@H:14]([NH2:16])[CH3:15])=[CH:10][CH:9]=1.[CH3:17][O:18][C:19](=[O:24])[CH2:20][CH2:21][CH2:22]Br>CC#N>[CH3:17][O:18][C:19](=[O:24])[CH2:20][CH2:21][CH2:22][NH:16][C@@H:14]([C:11]1[CH:12]=[CH:13][C:8]([Cl:7])=[CH:9][CH:10]=1)[CH3:15] |f:0.1.2|. Reported procedure: To a suspension of K2CO3 (1.5 eq.) and (R)-1-(4-chloro-phenyl)-ethylamine (0.9 eq.) in MeCN was added 4-bromo-butyric acid methyl ester (1 eq.) and KI (0.1 eq.). The reaction was stirred for 15 h at 20° C., then heated to reflux until completion. The crude was partitioned between water and EtOAc. The organic layer was washed with brine, dried over MgSO4, filtered and concentrated under reduced pressure. The crude was purified by chromatography on silica gel (elution with DCM/MeOH: 99/1 to 90/10)...